This data is from the Open Reaction Database (ORD), a public repository of structured organic reaction records. The task is: describe an organic reaction: reactants, conditions, products, and yield Starting materials: C(C)OC=C(C(=O)OCC)C(CC1=CC(=CC=C1)OC)=O (ethyl 3-ethoxy-2-[(3-methoxyphenyl)acetyl]acrylate), S(=O)(=O)(O)O.CNC(S)=N (methylisothiourea sulfate), C(C)O (ethanol). The solvent is [Na] (sodium). The product is CSC1=NC=C(C(=N1)CC1=CC(=CC=C1)OC)C(=O)OCC (ethyl 2-methylsulfanyl-4-(3-methoxybenzyl)pyrimidine-5-carboxylate). Reaction SMILES: C(O[CH:4]=[C:5]([C:11](=O)[CH2:12][C:13]1[CH:18]=[CH:17][CH:16]=[C:15]([O:19][CH3:20])[CH:14]=1)[C:6]([O:8][CH2:9][CH3:10])=[O:7])C.S(O)(O)(=O)=O.C[NH:28][C:29](=[NH:31])[SH:30].[CH2:32](O)C>[Na]>[CH3:32][S:30][C:29]1[N:31]=[C:11]([CH2:12][C:13]2[CH:18]=[CH:17][CH:16]=[C:15]([O:19][CH3:20])[CH:14]=2)[C:5]([C:6]([O:8][CH2:9][CH3:10])=[O:7])=[CH:4][N:28]=1 |f:1.2,^1:34|. Procedure details: In ethanol in which sodium had been dissolved, ethyl 3-ethoxy-2-[(3-methoxyphenyl)acetyl]acrylate and methylisothiourea sulfate were reacted under heat reflux to obtain ethyl 2-methylsulfanyl-4-(3-methoxybenzyl)pyrimidine-5-carboxylate (yellow oil). Starting materials: CC(CN1CCOCC1)(C)NC(CN1N=C(C=C1CC1=CC=C(C=C1)F)C=1N=NN(C1)CC1=CC=C(C=C1)OC)=O (N-(1,1-dimethyl-2-morpholin-4-ylethyl)-2-{5-(4-fluorobenzyl)-3-[1-(4-methoxybenzyl)-1H-1,2,3-triazol-4-yl]-1H-pyrazol-1-yl}acetamide). Solvent: C(=O)(C(F)(F)F)O (TFA). Product: CC(CN1CCOCC1)(C)NC(CN1N=C(C=C1CC1=CC=C(C=C1)F)C=1N=NNC1)=O (N-(1,1-dimethyl-2-morpholin-4-ylethyl)-2-[5-(4-fluorobenzyl)-3-(1H-1,2,3-triazol-4-yl)-1H-pyrazol-1-yl]acetamide). Isolated yield 37.3%. As a reaction SMILES: [CH3:1][C:2]([NH:11][C:12](=[O:41])[CH2:13][N:14]1[C:18]([CH2:19][C:20]2[CH:25]=[CH:24][C:23]([F:26])=[CH:22][CH:21]=2)=[CH:17][C:16]([C:27]2[N:28]=[N:29][N:30](CC3C=CC(OC)=CC=3)[CH:31]=2)=[N:15]1)([CH3:10])[CH2:3][N:4]1[CH2:9][CH2:8][O:7][CH2:6][CH2:5]1>C(O)(C(F)(F)F)=O>[CH3:10][C:2]([NH:11][C:12](=[O:41])[CH2:13][N:14]1[C:18]([CH2:19][C:20]2[CH:25]=[CH:24][C:23]([F:26])=[CH:22][CH:21]=2)=[CH:17][C:16]([C:27]2[N:28]=[N:29][NH:30][CH:31]=2)=[N:15]1)([CH3:1])[CH2:3][N:4]1[CH2:5][CH2:6][O:7][CH2:8][CH2:9]1. Procedure details: A solution of N-(1,1-dimethyl-2-morpholin-4-ylethyl)-2-{5-(4-fluorobenzyl)-3-[1-(4-methoxybenzyl)-1H-1,2,3-triazol-4-yl]-1H-pyrazol-1-yl}acetamide (1.3 g, 2.31 mmol) in TFA (30 mL) was refluxed overnight. The mixture was concentrated in vacuo and the residue was treated with water (30 mL) and CH2Cl2 (40 mL). The mixture was adjusted to pH 8-9 with Et3N. The organic layer was separated, dried over Na2SO4 and concentrated. The residue was purified via prep. HPLC to yield the title compound (380 mg... Starting materials: BrC1=CN=C2N1C=C(C=C2)NC2CC(CCC2)O ((1RS,3RS)-3-(3-Bromo-imidazo[1,2-a]pyridin-6-ylamino)-cyclohexanol), BrC1=CN=C2N1C=C(C=C2)NC2CC(CCC2)O ((1RS,3RS)-3-(3-Bromo-imidazo[1,2-a]pyridin-6-ylamino)-cyclohexanol), ClC1=NC(=CC(=C1)B1OC(C(O1)(C)C)(C)C)OC (2-Chloro-6-methoxy-4-(4,4,5,5-tetramethyl-[1,3,2]dioxaborolan-2-yl)-pyridine), C(=O)([O-])[O-].[Na+].[Na+] (Na2CO3). The reagents and catalysts are C1([P]([Pd][P](C2=CC=CC=C2)(C3=CC=CC=C3)C4=CC=CC=C4)(C5=CC=CC=C5)C6=CC=CC=C6)=CC=CC=C1 (bis(triphenylphosphine)palladium). Solvent: O (H2O), O1CCOCC1 (dioxane), O (water). Run at temperature 95 celsius. Yields the product ClC1=NC(=CC(=C1)C1=CN=C2N1C=C(C=C2)NC2CC(CCC2)O)OC ((1SR,3SR)-3-[3-(2-Chloro-6-methoxy-pyridin-4-yl)-imidazo[1,2-a]pyridin-6-ylamino)-cyclohexanol). RXN SMILES: Br[C:2]1[N:6]2[CH:7]=[C:8]([NH:11][CH:12]3[CH2:17][CH2:16][CH2:15][CH:14]([OH:18])[CH2:13]3)[CH:9]=[CH:10][C:5]2=[N:4][CH:3]=1.[Cl:19][C:20]1[CH:25]=[C:24](B2OC(C)(C)C(C)(C)O2)[CH:23]=[C:22]([O:35][CH3:36])[N:21]=1.C([O-])([O-])=O.[Na+].[Na+]>O1CCOCC1.O.C1(C=CC=CC=1)[P](C1C=CC=CC=1)(C1C=CC=CC=1)[Pd][P](C1C=CC=CC=1)(C1C=CC=CC=1)C1C=CC=CC=1>[Cl:19][C:20]1[CH:25]=[C:24]([C:2]2[N:6]3[CH:7]=[C:8]([NH:11][CH:12]4[CH2:17][CH2:16][CH2:15][CH:14]([OH:18])[CH2:13]4)[CH:9]=[CH:10][C:5]3=[N:4][CH:3]=2)[CH:23]=[C:22]([O:35][CH3:36])[N:21]=1 |f:2.3.4,^1:55,69|. Procedure details: To a solution of 3-trans-RS/RS(3-bromo-imidazo[1,2-a]pyridin-6-ylamino)-cyclohexanol [intermediate J step 2] (1 eq, 10.1 mmol, 3.4 g), 2-Chloro-6-methoxy-4-(4,4,5,5-tetramethyl-[1,3,2]dioxaborolan-2-yl)-pyridine (1.05 eq, 10.1 mmol, 2.9 g), Na2CO3 (2 eq, 19 mmol, 2 g) in dioxane (45 ml) and water (13.5 ml), under an inert atmosphere of argon is added bis(triphenylphosphine)palladium II chloride (0.1 eq, 0.96 mmol, 224 mg). The reaction mixture is heated at 95° C. for 16 hours. The mixture is dil... Reactants: C([O-])([O-])=O.[K+].[K+] (potassium carbonate), OC(C#CCCCCCC)C1=NC2=CC=C(C=C2C(=C1C)OC(C)=O)F (2-(1-hydroxy-2-nonynyl)-3-methyl-4-acetoxy-6-fluoroquinoline), CO (methanol). The solvent is O (water), O (water). Run at time 10 minute. Product: OC(C#CCCCCCC)C1=NC2=CC=C(C=C2C(C1C)=O)F (2-(1-hydroxy-2-nonynyl)-3-methyl-6-fluoro-4-quinolone). The yield is 59.3%. RXN SMILES: C(=O)([O-])[O-].[K+].[K+].[OH:7][CH:8]([C:17]1[C:26]([CH3:27])=[C:25]([O:28]C(=O)C)[C:24]2[C:19](=[CH:20][CH:21]=[C:22]([F:32])[CH:23]=2)[N:18]=1)[C:9]#[C:10][CH2:11][CH2:12][CH2:13][CH2:14][CH2:15][CH3:16].CO>O>[OH:7][CH:8]([C:17]1[CH:26]([CH3:27])[C:25](=[O:28])[C:24]2[C:19](=[CH:20][CH:21]=[C:22]([F:32])[CH:23]=2)[N:18]=1)[C:9]#[C:10][CH2:11][CH2:12][CH2:13][CH2:14][CH2:15][CH3:16] |f:0.1.2|. Procedure: A solution of 135 mg (0.978 mmols) of potassium carbonate in 1 ml of water was added to a solution of 349 mg (0.978 mmols) of 2-(1-hydroxy-2-nonynyl)-3-methyl-4-acetoxy-6-fluoroquinoline, 20 ml of methanol and 2 ml of water and stirred at room temperature for 10 minutes. After neutralization with 1N hydrochloric acid, the solvent was distilled off under reduced pressure, followed by addition of 20 ml of chloroform to the resultant residue, washing with water and drying with sodium sulfate. The s... Starting materials: OC1=CC(=CC2=C1C1=C(C(O2)(C)C)SCCC1C)C(C)C(CCCCC)C (1,2-dihydro-10-hydroxy-8-(3-methyl-2-octyl)-1,5,5-trimethyl-3H,5H-thiopyrano[2,3-c][1]benzopyran), Cl.CC(C(=O)O)CCN1CCCCC1 (2-methyl-4-piperidinobutyric acid hydrochloride), C1(CCCCC1)N=C=NC1CCCCC1 (dicyclohexylcarbodiimide). The solvent is C(Cl)Cl (methylene chloride). Yields the product Cl.CC(C(C)C1=CC2=C(C3=C(C(O2)(C)C)SCCC3C)C(=C1)OC(C(CCN1CCCCC1)C)=O)CCCCC (1,2-Dihydro-8-(3-methyl-2-octyl)-10-[2-methyl-4-(piperidino) butyryloxy]-1,5,5-trimethyl-3H,5H-thiopyrano[2,3-c][1] benzopyran hydrochloride). As a reaction SMILES: [OH:1][C:2]1[C:7]2[C:8]3[CH:17]([CH3:18])[CH2:16][CH2:15][S:14][C:9]=3[C:10]([CH3:13])([CH3:12])[O:11][C:6]=2[CH:5]=[C:4]([CH:19]([CH:21]([CH3:27])[CH2:22][CH2:23][CH2:24][CH2:25][CH3:26])[CH3:20])[CH:3]=1.[ClH:28].[CH3:29][CH:30]([CH2:34][CH2:35][N:36]1[CH2:41][CH2:40][CH2:39][CH2:38][CH2:37]1)[C:31](O)=[O:32].C1(N=C=NC2CCCCC2)CCCCC1>C(Cl)Cl>[ClH:28].[CH3:27][CH:21]([CH2:22][CH2:23][CH2:24][CH2:25][CH3:26])[CH:19]([C:4]1[CH:3]=[C:2]([O:1][C:31](=[O:32])[CH:30]([CH3:29])[CH2:34][CH2:35][N:36]2[CH2:41][CH2:40][CH2:39][CH2:38][CH2:37]2)[C:7]2[C:8]3[CH:17]([CH3:18])[CH2:16][CH2:15][S:14][C:9]=3[C:10]([CH3:13])([CH3:12])[O:11][C:6]=2[CH:5]=1)[CH3:20] |f:1.2,5.6|. Procedure details: 1,2-dihydro-10-hydroxy-8-(3-methyl-2-octyl)-1,5,5-trimethyl-3H,5H-thiopyrano[2,3-c][1]benzopyran is reacted with 2-methyl-4-piperidinobutyric acid hydrochloride in methylene chloride in the presence of dicyclohexylcarbodiimide, according to the procedure of Example 28, to produce the desired ester. The reactants are BrC1=CC=C(C=C1)C1=NSC2=C1C=CC(=C2)OCCCBr (3-(4-Bromo-phenyl)-6-(3-bromo-propoxy)-benzo[d]isothiazole), COCCNC (N-(2-methoxyethyl)methylamine). The product is BrC1=CC=C(C=C1)C1=NSC2=C1C=CC(=C2)OCCCN(C)CCOC ([3-[3-(4-Bromo-phenyl)-benzo[d]isothiazol-6-yloxy]-propyl]-(2-methoxy-ethyl)-methyl-amine). As a reaction SMILES: [Br:1][C:2]1[CH:7]=[CH:6][C:5]([C:8]2[C:12]3[CH:13]=[CH:14][C:15]([O:17][CH2:18][CH2:19][CH2:20]Br)=[CH:16][C:11]=3[S:10][N:9]=2)=[CH:4][CH:3]=1.[CH3:22][O:23][CH2:24][CH2:25][NH:26][CH3:27]>>[Br:1][C:2]1[CH:7]=[CH:6][C:5]([C:8]2[C:12]3[CH:13]=[CH:14][C:15]([O:17][CH2:18][CH2:19][CH2:20][N:26]([CH2:25][CH2:24][O:23][CH3:22])[CH3:27])=[CH:16][C:11]=3[S:10][N:9]=2)=[CH:4][CH:3]=1. Reported procedure: According to the method in example 4, 3-(4-Bromo-phenyl)-6-(3-bromo-propoxy)-benzo[d]isothiazole and N-(2-methoxyethyl)methylamine were converted to yield [3-[3-(4-Bromo-phenyl)-benzo[d]isothiazol-6-yloxy]-propyl]-(2-methoxy-ethyl)-methyl-amine, MS: 436 (MH+, 1Br). As a reaction SMILES: [CH3:27][OH:28].[OH2:26].[OH:1][CH:2]([CH2:3][NH:4][C:5]([c:6]1[c:7]([OH:17])[c:8]([C:13]([F:14])([F:15])[F:16])[cH:9][c:10]([F:12])[cH:11]1)=[O:18])[CH:19]1[O:20][C:21]([CH3:24])([CH3:25])[O:22][CH2:23]1>>[OH:1][CH:2]([CH2:3][NH:4][C:5]([c:6]1[c:7]([OH:17])[c:8]([C:13]([F:14])([F:15])[F:16])[cH:9][c:10]([F:12])[cH:11]1)=[O:18])[CH:19]([OH:20])[CH2:23][OH:22]. The product is O=C(NCC(O)C(O)CO)c1cc(F)cc(C(F)(F)F)c1O. The reactants are CO, O, CC1(C)OCC(C(O)CNC(=O)c2cc(F)cc(C(F)(F)F)c2O)O1. Reactants: O=C(NC1CCNC1)C12CC3CC(CC(C3)C1)C2, Cc1ccc(S(=O)(=O)OCCc2ccc(Br)cc2)cc1. The product is O=C(NC1CCN(CCc2ccc(Br)cc2)C1)C12CC3CC(CC(C3)C1)C2. RXN SMILES: [NH:1]1[CH2:2][CH:3]([NH:6][C:7](=[O:8])[C:9]23[CH2:10][CH:11]4[CH2:12][CH:13]([CH2:14][CH:15]([CH2:16]2)[CH2:17]4)[CH2:18]3)[CH2:4][CH2:5]1.[c:19]1([CH3:20])[cH:21][cH:22][c:23]([S:24]([O:25][CH2:29][CH2:30][c:31]2[cH:32][cH:33][c:34]([Br:37])[cH:35][cH:36]2)(=[O:26])=[O:27])[cH:28][cH:38]1>>[N:1]1([CH2:29][CH2:30][c:31]2[cH:32][cH:33][c:34]([Br:37])[cH:35][cH:36]2)[CH2:2][CH:3]([NH:6][C:7](=[O:8])[C:9]23[CH2:10][CH:11]4[CH2:12][CH:13]([CH2:14][CH:15]([CH2:16]2)[CH2:17]4)[CH2:18]3)[CH2:4][CH2:5]1.